From a dataset of the Open Reaction Database (ORD), a public repository of structured organic reaction records. describe an organic reaction: reactants, conditions, products, and yield The reactants are RuCl2(DPEphos){(S,S)-DPEN}, solution, [OH-].[K+] (potassium hydroxide), C(C)(=O)C1=CC=CC=C1 (acetophenone). Run in CC(C)O (2-propanol), CC(C)O (2-propanol). Conditions: time 30 minute. Product: C1(=CC=CC=C1)[C@@H](C)O ((1R)-1-phenylethanol). Isolated yield 99.0%. As a reaction SMILES: [OH-].[K+].[C:3]([C:6]1[CH:11]=[CH:10][CH:9]=[CH:8][CH:7]=1)(=[O:5])[CH3:4]>CC(O)C>[C:6]1([C@H:3]([OH:5])[CH3:4])[CH:11]=[CH:10][CH:9]=[CH:8][CH:7]=1 |f:0.1|. Procedure details: Into a pressure-resistant vessel was placed 11.1 mg (0.012 mmol) of RuCl2(DPEphos){(S,S)-DPEN} synthesized in Example 4, and then thereto were added 48 μl (0.024 mmol) of a 0.5M solution of potassium hydroxide in 2-propanol and 3.3 ml of 2-propanol. Under an argon atmosphere, the solution was stirred for 30 minutes. Thereafter, 350 μl (3.0 mmol) of acetophenone was added thereto, and then the solution was stirred under hydrogen atmosphere of 0.8 MPa (8 atm) for 4 hours to give (1R)-1-phenylethan... Reactants: ClC=1C(N(C2=CC=CC=C2N1)C)=O (3-chloro-1-methyl-1H-quinoxalin-2-one), C(NN)(=O)OCC (ethyl carbazate). Solvent: C(C)#N (acetonitrile). Conditions: temperature 9 celsius. Product: C(C)OC(NNC=1C(N(C2=CC=CC=C2N1)C)=O)=O (Ethyl-3-(1-methyl-2-oxo(2H)quinoxalin-3-yl)carbazate). RXN SMILES: Cl[C:2]1[C:3](=[O:13])[N:4]([CH3:12])[C:5]2[C:10]([N:11]=1)=[CH:9][CH:8]=[CH:7][CH:6]=2.[C:14]([O:18][CH2:19][CH3:20])(=[O:17])[NH:15][NH2:16]>C(#N)C>[CH2:19]([O:18][C:14](=[O:17])[NH:15][NH:16][C:2]1[C:3](=[O:13])[N:4]([CH3:12])[C:5]2[C:10]([N:11]=1)=[CH:9][CH:8]=[CH:7][CH:6]=2)[CH3:20]. Procedure details: A solution of 152 g. (0.78 m.) of 3-chloro-1-methyl-1H-quinoxalin-2-one, 116 g. (1.1 m.) of ethyl carbazate and 1 l. of acetonitrile is refluxed for 16 hours. The mixture is cooled to 9° C. and the product collected by filtration and used directly for cyclization. The reactants are BrCC#N (bromoacetonitrile), S1C(NCC1)=O (2-thiazolidinone). Run in CN(C)C=O (DMF). Yields the product O=C1SCCN1CC#N ((2-Oxo-1,3-thiazolidin-3-yl)acetonitrile). As a reaction SMILES: Br[CH2:2][C:3]#[N:4].[S:5]1[CH2:9][CH2:8][NH:7][C:6]1=[O:10]>CN(C=O)C>[O:10]=[C:6]1[N:7]([CH2:2][C:3]#[N:4])[CH2:8][CH2:9][S:5]1. Procedure: Preparation took place in analogy to Example IV a from bromoacetonitrile and 2-thiazolidinone. The substance was employed as DMF-containing crude product in the next reaction. Reactants: C, CCO, COCc1c(C(=O)OC(C)C)ncc2[nH]c3ccc(OCc4ccccc4)cc3c12, [H][H], [Pd]. Yields the product COCc1c(C(=O)OC(C)C)ncc2[nH]c3ccc(O)cc3c12. Reaction SMILES: [C:36].[CH3:33][CH2:34][OH:35].[CH:1]([CH3:2])([CH3:3])[O:4][C:5](=[O:6])[c:7]1[n:8][cH:9][c:10]2[nH:11][c:12]3[cH:13][cH:14][c:15]([O:23][CH2:24][c:25]4[cH:26][cH:27][cH:28][cH:29][cH:30]4)[cH:16][c:17]3[c:18]2[c:19]1[CH2:20][O:21][CH3:22].[H:31][H:32].[Pd:37]>>[CH:1]([CH3:2])([CH3:3])[O:4][C:5](=[O:6])[c:7]1[n:8][cH:9][c:10]2[nH:11][c:12]3[cH:13][cH:14][c:15]([OH:23])[cH:16][c:17]3[c:18]2[c:19]1[CH2:20][O:21][CH3:22]. Reactants: ClC1=C(C=C(N=N1)OC1=C(C=C(C=C1C)CC(=O)O)C)C(C)C ([4-(6-Chloro-5-isopropyl-pyridazin-3-yloxy)-3,5-dimethyl-phenyl]-acetic acid), C(C)(=O)[O-].[Na+] (sodium acetate), CO (methanol). Solvent: C(C)(=O)OCC (ethyl acetate), C(C)(=O)O (acetic acid), hexanes, C(Cl)Cl (methylene chloride). Run at temperature 100 celsius, time 1 hour. Yields the product C(C)(C)C1=CC(=NNC1=O)OC1=C(C=C(C=C1C)CC(=O)O)C ([4-(5-Isopropyl-6-oxo-1,6-dihydro-pyridazin-3-yloxy)-3,5-dimethyl-phenyl]-acetic acid). Isolated yield 0.1%. As a reaction SMILES: Cl[C:2]1[N:7]=[N:6][C:5]([O:8][C:9]2[C:14]([CH3:15])=[CH:13][C:12]([CH2:16][C:17]([OH:19])=[O:18])=[CH:11][C:10]=2[CH3:20])=[CH:4][C:3]=1[CH:21]([CH3:23])[CH3:22].C([O-])(=[O:26])C.[Na+].CO>C(O)(=O)C.C(OCC)(=O)C.C(Cl)Cl>[CH:21]([C:3]1[C:2](=[O:26])[NH:7][N:6]=[C:5]([O:8][C:9]2[C:14]([CH3:15])=[CH:13][C:12]([CH2:16][C:17]([OH:19])=[O:18])=[CH:11][C:10]=2[CH3:20])[CH:4]=1)([CH3:23])[CH3:22] |f:1.2|. Procedure: A solution of [4-(6-chloro-5-isopropyl-pyridazin-3-yloxy)-3,5-dimethyl-phenyl]-acetic acid (9a) (0.10 g, 0.29 mol) in glacial acetic acid (3 mL) was treated with sodium acetate (54 mg, 0.65 mol) at room temperature. The reaction mixture was heated to 100° C. for 24 h. At this time, the reaction mixture was cooled to room temperature and was concentrated under vacuum. The resulting residue was diluted with water (100 mL), made basic by the addition of a 1N aqueous sodium hydroxide solution and wa...